From a dataset of the Open Reaction Database (ORD), a public repository of structured organic reaction records. describe an organic reaction: reactants, conditions, products, and yield Reactants: N1=CC(=CC2=CC=CC=C12)CCCCO (4-(3-quinolinyl)butan-1-ol), C(C)(C)N(C(C)C)CC (N,N diisopropylethylamine), CS(=O)(=O)Cl (methanesulfonyl chloride), C1(=CC=CC=C1)C=1CCNCC1 (4-phenyl-1,2,3,6-tetrahydropyridine), C([O-])(O)=O.[Na+] (sodium bicarbonate). Reagents/catalysts: CN(C1=CC=NC=C1)C (4-dimethylaminopyridine). Run at temperature 0 celsius, time 18 hour. The product is C1(=CC=CC=C1)C=1CCN(CC1)CCCCC=1C=NC2=CC=CC=C2C1 (3-[4-(3,6-Dihydro-4-phenyl-1(2H)-pyridinyl)butyl]quinoline). Isolated yield 62.8%. As a reaction SMILES: [N:1]1[C:10]2[C:5](=[CH:6][CH:7]=[CH:8][CH:9]=2)[CH:4]=[C:3]([CH2:11][CH2:12][CH2:13][CH2:14]O)[CH:2]=1.C(N(CC)C(C)C)(C)C.CS(Cl)(=O)=O.[C:30]1([C:36]2[CH2:37][CH2:38][NH:39][CH2:40][CH:41]=2)[CH:35]=[CH:34][CH:33]=[CH:32][CH:31]=1.C(=O)(O)[O-].[Na+]>CN(C)C1C=CN=CC=1>[C:30]1([C:36]2[CH2:41][CH2:40][N:39]([CH2:14][CH2:13][CH2:12][CH2:11][C:3]3[CH:2]=[N:1][C:10]4[C:5]([CH:4]=3)=[CH:6][CH:7]=[CH:8][CH:9]=4)[CH2:38][CH:37]=2)[CH:35]=[CH:34][CH:33]=[CH:32][CH:31]=1 |f:4.5|. Reported procedure: A solution of 4-(3-quinolinyl)butan-1-ol (Example E) (2.0 g, 0.01 mol), N,N diisopropylethylamine (3.5 mL, 0.02 mol) and a catalytic amount of 4-dimethylaminopyridine is cooled to 0° C. and methanesulfonyl chloride (0.8 mL, 0.0105 mol) is added dropwise. The solution is stirred at 0° C. for 18 hours, and concentrated under reduced pressure. The residue is taken up in dimethylformamide (20 mL), and to this solution is added 4-phenyl-1,2,3,6-tetrahydropyridine (2.41 g, 0.015 mol) and sodium bicarb... The reactants are C(=O)(C(=O)OCC)NC1=C(C(=CC(=C1)C(F)(F)F)C(F)(F)F)[N+](=O)[O-] (N-ethoxalyl-3,5-bistrifluoromethyl-2-nitroaniline), CN(C=O)C (dimethylformamide), N (ammonia). Reagents/catalysts: [Pd] (Pd-C). Solvent: O1CCCC1 (tetrahydrofuran). The product is FC(C=1C=C2NC(C(N(C2=C(C1)C(F)(F)F)O)=O)=O)(F)F (6,8-bistrifluoromethyl-1-hydroxyquinoxaline- 2,3(1H,4H)-dione). Isolated yield 70.0%. Reaction SMILES: [C:1]([NH:8][C:9]1[CH:14]=[C:13]([C:15]([F:18])([F:17])[F:16])[CH:12]=[C:11]([C:19]([F:22])([F:21])[F:20])[C:10]=1[N+:23]([O-])=[O:24])([C:3]([O:5]CC)=O)=[O:2].CN(C)C=O.N>O1CCCC1.[Pd]>[F:16][C:15]([F:17])([F:18])[C:13]1[CH:14]=[C:9]2[C:10](=[C:11]([C:19]([F:20])([F:21])[F:22])[CH:12]=1)[N:23]([OH:24])[C:3](=[O:5])[C:1](=[O:2])[NH:8]2. Procedure details: 0.20 g (0.5 mmol) N-ethoxalyl-3,5-bistrifluoromethyl-2-nitroaniline in 10 ml tetrahydrofuran:dimethylformamide:25% aqueous ammonia (30:10:0.7) was hydrogenated at atm. pressure by using 5% Pd-C (0.02 g) as a catalyst. The reaction mixture was filtered and evaporated in vacuo. The residue was stirred with water, and the precipitate was filtered off to give 0.11 g (84%) of 6,8-bistrifluoromethyl-1-hydroxyquinoxaline- 2,3(1H,4H)-dione. M.p. decomp. 1H-NMR (DMSO-d6): 8.1 (s). MS (m/e): 314 (M+, 40%)...